From a dataset of the Open Reaction Database (ORD), a public repository of structured organic reaction records. describe an organic reaction: reactants, conditions, products, and yield Starting materials: Cl (hydrogen chloride), ClCCN(CCCl)C1=CC=C(C=C1)NC(=O)N[C@@H](CCC(=O)OC(C)(C)C)C(=O)OC(C)(C)C (ditertbutyl N-(-4-[N,N-bis-(2-chloroethyl)amino]-phenylcarbamoyl)-L-glutamate). The solvent is CCOCC (ether), C(C)(=O)OCC (ethyl acetate). The product is Cl.ClCCN(CCCl)C1=CC=C(C=C1)NC(=O)N[C@@H](CCC(=O)O)C(=O)O (N-(4-[N,N-bis(2-chloroethyl)amino]phenylcarbamoyl)-L-glutamic acid hydrochloride). Yield: 186.3%. As a reaction SMILES: Cl.[Cl:2][CH2:3][CH2:4][N:5]([C:9]1[CH:14]=[CH:13][C:12]([NH:15][C:16]([NH:18][C@H:19]([C:29]([O:31]C(C)(C)C)=[O:30])[CH2:20][CH2:21][C:22]([O:24]C(C)(C)C)=[O:23])=[O:17])=[CH:11][CH:10]=1)[CH2:6][CH2:7][Cl:8]>CCOCC.C(OCC)(=O)C>[ClH:2].[Cl:2][CH2:3][CH2:4][N:5]([C:9]1[CH:10]=[CH:11][C:12]([NH:15][C:16]([NH:18][C@H:19]([C:29]([OH:31])=[O:30])[CH2:20][CH2:21][C:22]([OH:24])=[O:23])=[O:17])=[CH:13][CH:14]=1)[CH2:6][CH2:7][Cl:8] |f:4.5|. Procedure: A saturated solution of hydrogen chloride in ether (120 ml) was added to a solution of ditertbutyl N-(-4-[N,N-bis-(2-chloroethyl)amino]-phenylcarbamoyl)-L-glutamate (4.4 g) in ethyl acetate (20 ml). After 1 hour at ambient temperature the mixture was evaporated to a solid. This solid was triturated with ether to obtain N-(4-[N,N-bis(2-chloroethyl)amino]phenylcarbamoyl)-L-glutamic acid hydrochloride (3.5 g) as a grey solid m.p=148-150° C. (see Scheme 3)